From a dataset of the Open Reaction Database (ORD), a public repository of structured organic reaction records. describe an organic reaction: reactants, conditions, products, and yield Reactants: [N-]=[N+]=[N-].[Na+] (sodium azide), C([O-])([O-])=O.[K+].[K+] (potassium carbonate), ice water, C1CC2=CC=CC=C2C(=O)C1 (alpha-tetralone). Run in Cl (hydrochloric acid). Conditions: time 15 hour. Product: C1(NCCCC2=C1C=CC=C2)=O (2,3,4,5-tetrahydro-1H-2-benzazepin-1-one). As a reaction SMILES: [N-:1]=[N+]=[N-].[Na+].[CH2:5]1[CH2:15][C:13](=[O:14])[C:12]2[C:7](=[CH:8][CH:9]=[CH:10][CH:11]=2)[CH2:6]1.C(=O)([O-])[O-].[K+].[K+]>Cl>[C:13]1(=[O:14])[C:12]2[CH:11]=[CH:10][CH:9]=[CH:8][C:7]=2[CH2:6][CH2:5][CH2:15][NH:1]1 |f:0.1,3.4.5|. Procedure details: With cooling with ice, 2.6 g of sodium azide was added to a concentrated hydrochloric acid (60 mL) solution of 5 mL of alpha-tetralone, and stirred at room temperature for 15 hours. The reaction liquid was poured into ice water, and neutralized with potassium carbonate. This was extracted with chloroform, and the organic layer was washed with saturated saline water and dried with anhydrous magnesium sulfate. The solvent was evaporated away under reduced pressure, and the crude product was purifi... Reactants: BrC=1SC2=C(N1)C=CC(=C2)C(=O)OC (Methyl 2-bromobenzo[d]thiazole-6-carboxylate), FC(C(=O)O)(F)F.ClCCl (trifluoroacetic acid dichloromethane), C(=O)(OC(C)(C)C)N1CCNCC1 (Boc-piperazine), C([O-])([O-])=O.[K+].[K+] (potassium carbonate). Solvent: C(C)#N (acetonitrile). Yields the product N1(CCNCC1)C=1SC2=C(N1)C=CC(=C2)C(=O)OC (methyl 2-(piperazin-1-yl)benzo[d]thiazole-6-carboxylate). Reaction SMILES: Br[C:2]1[S:3][C:4]2[CH:10]=[C:9]([C:11]([O:13][CH3:14])=[O:12])[CH:8]=[CH:7][C:5]=2[N:6]=1.C([N:22]1[CH2:27][CH2:26][NH:25][CH2:24][CH2:23]1)(OC(C)(C)C)=O.C(=O)([O-])[O-].[K+].[K+].FC(F)(F)C(O)=O.ClCCl>C(#N)C>[N:22]1([C:2]2[S:3][C:4]3[CH:10]=[C:9]([C:11]([O:13][CH3:14])=[O:12])[CH:8]=[CH:7][C:5]=3[N:6]=2)[CH2:27][CH2:26][NH:25][CH2:24][CH2:23]1 |f:2.3.4,5.6|. Procedure: Methyl 2-bromobenzo[d]thiazole-6-carboxylate (0.52 g, 1.90 mmol), Boc-piperazine (0.44 g. 2.38 mmol) and potassium carbonate (0.53 g, 3.80 mmol) were suspended in acetonitrile (21 ml) and refluxed overnight. The resulting mixture was then cooled to room temperature, concentrated in vacuo to approximately 2 ml, diluted with water and extracted with ethyl acetate. The organic layer was dried (MgSO4) and concentrated in vacuo to yield a residue which was treated with trifluoroacetic acid/dichlorome...